The task is: describe an organic reaction: reactants, conditions, products, and yield. This data is from the Open Reaction Database (ORD), a public repository of structured organic reaction records. Starting materials: CC1(C)CCC(N(C(=O)C(C)(C)C)C2CC(C(=O)NCCO)N(C(=O)OC(C)(C)C)C2)CC1, CN(C)c1ccncc1, Cc1ccccc1, CCN(C(C)C)C(C)C, O=C(Cl)Cl. Yields the product CC1(C)CCC(N(C(=O)C(C)(C)C)C2CC(C3=NCCO3)N(C(=O)OC(C)(C)C)C2)CC1. As a reaction SMILES: [C:1](=[O:2])([O:3][C:4]([CH3:5])([CH3:6])[CH3:7])[N:8]1[CH:9]([C:28](=[O:29])[NH:30][CH2:31][CH2:32][OH:33])[CH2:10][CH:11]([N:13]([CH:14]2[CH2:15][CH2:16][C:17]([CH3:20])([CH3:21])[CH2:18][CH2:19]2)[C:22]([C:23]([CH3:24])([CH3:25])[CH3:26])=[O:27])[CH2:12]1.[CH3:47][N:48]([c:49]1[cH:50][cH:51][n:52][cH:53][cH:54]1)[CH3:55].[CH3:56][c:57]1[cH:58][cH:59][cH:60][cH:61][cH:62]1.[CH:34]([N:35]([CH2:36][CH3:37])[CH:38]([CH3:39])[CH3:40])([CH3:41])[CH3:42].[Cl:43][C:44](=[O:45])[Cl:46]>>[C:1](=[O:2])([O:3][C:4]([CH3:5])([CH3:6])[CH3:7])[N:8]1[CH:9]([C:28]2=[N:30][CH2:31][CH2:32][O:33]2)[CH2:10][CH:11]([N:13]([CH:14]2[CH2:15][CH2:16][C:17]([CH3:20])([CH3:21])[CH2:18][CH2:19]2)[C:22]([C:23]([CH3:24])([CH3:25])[CH3:26])=[O:27])[CH2:12]1. Reactants: ClC1=C(C(=O)N[C@@H]2CC[C@H](CC2)O)C=C(C=N1)F (2-Chloro-5-fluoro-N-(trans-4-hydroxy-cyclohexyl)-nicotinamide), CSC1=C(C=C(C=C1)O)OC (4-methylsulfanyl-3-methoxy-phenol), C([O-])([O-])=O.[Cs+].[Cs+] (caesium carbonate). The solvent is CN(C)C=O (DMF). Run at temperature 55 celsius, time 18 hour. Product: FC=1C=NC(=C(C(=O)N[C@@H]2CC[C@H](CC2)O)C1)OC1=CC(=C(C=C1)SC)OC (5-fluoro-N-(trans-4-hydroxy-cyclohexyl)-2-(4-methylsulfanyl-3-methoxy-phenoxy)-nicotinamide). The yield is 44.3%. As a reaction SMILES: Cl[C:2]1[N:17]=[CH:16][C:15]([F:18])=[CH:14][C:3]=1[C:4]([NH:6][C@H:7]1[CH2:12][CH2:11][C@H:10]([OH:13])[CH2:9][CH2:8]1)=[O:5].[CH3:19][S:20][C:21]1[CH:26]=[CH:25][C:24]([OH:27])=[CH:23][C:22]=1[O:28][CH3:29].C(=O)([O-])[O-].[Cs+].[Cs+]>CN(C=O)C>[F:18][C:15]1[CH:16]=[N:17][C:2]([O:27][C:24]2[CH:25]=[CH:26][C:21]([S:20][CH3:19])=[C:22]([O:28][CH3:29])[CH:23]=2)=[C:3]([CH:14]=1)[C:4]([NH:6][C@H:7]1[CH2:12][CH2:11][C@H:10]([OH:13])[CH2:9][CH2:8]1)=[O:5] |f:2.3.4|. Reported procedure: 2-Chloro-5-fluoro-N-(trans-4-hydroxy-cyclohexyl)-nicotinamide (150 mg, 0.55 mmol), 4-methylsulfanyl-3-methoxy-phenol (94 mg, 0.55 mmol) and caesium carbonate (358 mg, 1.10 mmol) were suspended in DMF (2 ml) and the reaction was heated to 55° C. and stirred at this temperature under nitrogen for 18 h. The reaction was quenched with sat. ammonium chloride solution (1.5 ml) and water (1.5 ml) and the organic phase was collected by passing the mixture through a Chemelute™ cartridge, washing with eth... Reactants: Cl (hydrochloric acid), Mg, BrC1=CC=C(C=C1)C1=CC=CC=C1 (4-bromobiphenyl), C(CCCC)[C@@H]1CC[C@H](CC1)C1CCC(CC1)=O (4-(trans-4-pentylcyclohexyl)cyclohexanone), 4-[4-(trans-4-pentylcyclohexyl)cyclohexan-1-ol] biphenyl, S(=O)(=O)(O)[O-].[K+] (potassium hydrogen sulfate). The solvent is O1CCCC1 (tetrahydrofuran), C1(=CC=CC=C1)C (toluene), O1CCCC1 (tetrahydrofuran). Reaction conditions: time 2 hour. Yields the product C(CCCC)[C@@H]1CC[C@H](CC1)C1CC=C(CC1)C1=CC=C(C=C1)C1=CC=CC=C1 (4-[4-(trans-4-pentylcyclohexyl)cyclohexen-1-yl]-biphenyl). RXN SMILES: Br[C:2]1[CH:7]=[CH:6][C:5]([C:8]2[CH:13]=[CH:12][CH:11]=[CH:10][CH:9]=2)=[CH:4][CH:3]=1.[CH2:14]([C@H:19]1[CH2:24][CH2:23][C@H:22]([CH:25]2[CH2:30][CH2:29][C:28](=O)[CH2:27][CH2:26]2)[CH2:21][CH2:20]1)[CH2:15][CH2:16][CH2:17][CH3:18].Cl.S([O-])(O)(=O)=O.[K+]>O1CCCC1.C1(C)C=CC=CC=1>[CH2:14]([C@H:19]1[CH2:24][CH2:23][C@H:22]([CH:25]2[CH2:30][CH2:29][C:28]([C:11]3[CH:12]=[CH:13][C:8]([C:5]4[CH:6]=[CH:7][CH:2]=[CH:3][CH:4]=4)=[CH:9][CH:10]=3)=[CH:27][CH2:26]2)[CH2:21][CH2:20]1)[CH2:15][CH2:16][CH2:17][CH3:18] |f:3.4|. Procedure details: To metallic Mg (3.6 g, 0.148 mol) was dropwise added a solution of 4-bromobiphenyl (34.5 g, 0.148 mol) dissolved in tetrahydrofuran (100 ml), and the reaction temperature was kept at 35° C. in nitrogen current. After 2 hours, Mg dissolved to form a uniform solution, to which was dropwise added a solution of 4-(trans-4-pentylcyclohexyl)cyclohexanone (29.6 g, 0.118 mol) in tetrahydrofuran (100 ml) at 30° C. or lower under cooling, followed by refluxing for 2 hours, adding 3N hydrochloric acid (200... The reactants are IC(C)CC (2-iodobutane), C[O-].[Na+] (sodium methoxide), solution, IC(C)CC (2-iodobutane), OC1=CC=C(C=C1)S (p-hydroxythiophenol), C[O-].[Na+] (sodium methoxide), solution, [OH-].[K+] (potassium hydroxide), aqueous solution, CC(C#CC(=O)OCC)(C)C (Ethyl 4,4-dimethylpent-2-ynoate), pure material, resultant mixture, C[O-].[Na+] (sodium methoxide), IC(C)CC (2-iodobutane). The solvent is CO (methanol), CO (methanol), O (water). Conditions: temperature 0 celsius, time 1 hour. The product is CC(CC)OC1=CC=C(C=C1)SC(=CC(=O)O)C(C)(C)C (3-[4-[but-2-oxy]phenylthio]-4,4-dimethylpent-2-enoic acid). Isolated yield 68.0%. RXN SMILES: [OH:1][C:2]1[CH:7]=[CH:6][C:5]([SH:8])=[CH:4][CH:3]=1.C[O-].[Na+].[CH3:12][C:13]([CH3:22])([CH3:21])[C:14]#[C:15][C:16]([O:18]CC)=[O:17].I[CH:24]([CH2:26][CH3:27])[CH3:25].[OH-].[K+]>CO.O>[CH3:25][CH:24]([O:1][C:2]1[CH:7]=[CH:6][C:5]([S:8][C:14]([C:13]([CH3:12])([CH3:21])[CH3:22])=[CH:15][C:16]([OH:18])=[O:17])=[CH:4][CH:3]=1)[CH2:26][CH3:27] |f:1.2,5.6|. Procedure: A solution of p-hydroxythiophenol (64.4 g of 98% pure material, 0.5 mole) in methanol (50 mL) was added dropwise to sodium methoxide (252 mL of a 25% solution in methanol) in a 1 liter, three-neck, round-bottomed flask which had been cooled to 0° C. The resultant reaction mixture was warmed to room temperature, stirred for 1 hour, then again cooled using an ice bath. Ethyl 4,4-dimethylpent-2-ynoate (78 g of 99% pure material, 0.5 mole, prepared in Part A above) was then added dropwise to the rea... The reactants are FC(C=1C=CC2=C(SC(=C2Cl)C(=O)N2CC(C2)N2CCN(CC2)C(C(F)(F)F)=O)C1)(F)F (1-{4-[1-(6-Trifluoromethyl-3-chloro-benzo[b]thiophene-2-carbonyl)-azetidin-3-yl]-piperazin-1-yl}-2,2,2-trifluoro-ethanone). Run in CCN(CC)CC (Et3N), CO (MeOH). The product is ClC=1C2=C(SC1C(=O)N1CC(C1)N1CCNCC1)C=C(C=C2)C(F)(F)F ((3-Chloro-6-(trifluoromethyl)benzo[b]thiophen-2-yl)(3-(piperazin-1-yl)azetidin-1-yl)methanone). As a reaction SMILES: [F:1][C:2]([F:32])([F:31])[C:3]1[CH:4]=[CH:5][C:6]2[C:10]([Cl:11])=[C:9]([C:12]([N:14]3[CH2:17][CH:16]([N:18]4[CH2:23][CH2:22][N:21](C(=O)C(F)(F)F)[CH2:20][CH2:19]4)[CH2:15]3)=[O:13])[S:8][C:7]=2[CH:30]=1>CCN(CC)CC.CO>[Cl:11][C:10]1[C:6]2[CH:5]=[CH:4][C:3]([C:2]([F:32])([F:1])[F:31])=[CH:30][C:7]=2[S:8][C:9]=1[C:12]([N:14]1[CH2:17][CH:16]([N:18]2[CH2:23][CH2:22][NH:21][CH2:20][CH2:19]2)[CH2:15]1)=[O:13]. Procedure details: A solution of compound 1c (0.30 g, 0.60 mmol) in Et3N (1 mL) and MeOH (9 mL) was stirred at room temperature for 3 days. It was then concentrated to give compound 1d, which was used in the next reaction without further purification. Reactants: OC1=C(C=NN1C1=NC=C(C(=O)O)C=C1)C1=CC(=NC=C1)OC (6-(5-hydroxy-4-(2-methoxypyridin-4-yl)-1H-pyrazol-1-yl)nicotinic acid), O1CCC(CC1)C1(CC1)N (1-(tetrahydro-2H-pyran-4-yl)cyclopropanamine). Yields the product OC1=C(C=NN1C1=NC=C(C(=O)NC2(CC2)C2CCOCC2)C=C1)C1=CC(=NC=C1)OC (6-(5-hydroxy-4-(2-methoxypyridin-4-yl)-1H-pyrazol-1-yl)-N-(1-(tetrahydro-2H-pyran-4-yl)cyclopropyl)nicotinamide). Reaction SMILES: [OH:1][C:2]1[N:6]([C:7]2[CH:15]=[CH:14][C:10]([C:11](O)=[O:12])=[CH:9][N:8]=2)[N:5]=[CH:4][C:3]=1[C:16]1[CH:21]=[CH:20][N:19]=[C:18]([O:22][CH3:23])[CH:17]=1.[O:24]1[CH2:29][CH2:28][CH:27]([C:30]2([NH2:33])[CH2:32][CH2:31]2)[CH2:26][CH2:25]1>>[OH:1][C:2]1[N:6]([C:7]2[CH:15]=[CH:14][C:10]([C:11]([NH:33][C:30]3([CH:27]4[CH2:28][CH2:29][O:24][CH2:25][CH2:26]4)[CH2:32][CH2:31]3)=[O:12])=[CH:9][N:8]=2)[N:5]=[CH:4][C:3]=1[C:16]1[CH:21]=[CH:20][N:19]=[C:18]([O:22][CH3:23])[CH:17]=1. Procedure: The title compound was prepared in a manner similar to Example 227 using 6-(5-hydroxy-4-(2-methoxypyridin-4-yl)-1H-pyrazol-1-yl)nicotinic acid and 1-(tetrahydro-2H-pyran-4-yl)cyclopropanamine. 1H NMR (400 MHz, DMSO-d6) δ ppm 0.82-1.03 (m, 5H) 1.25 (s, 1H) 1.45-1.67 (m, 3H) 1.74 (d, J=12.4 Hz, 2H) 3.37 (t, J=11.6 Hz, 2H) 4.03 (dd, J=11.4, 3.5 Hz, 2H) 4.09 (s, 3H) 7.22 (s, 1H) 7.31 (d, J=6.1 Hz, 1H) 7.41 (s, 1H) 7.83 (d, J 8.6 Hz, 1H) 7.90 (s, 1H) 8.13 (d, J=6.1 Hz, 1H) 8.37 (dd, J=8.7, 2.1 Hz, 1H... The reactants are Cc1cn(C2CC(O)C(CO)O2)c(=O)[nH]c1=O, ClCCl, CC(CS(=O)(=O)Cl)c1ccccc1[N+](=O)[O-], O, c1ccncc1. Product: Cc1cn(C2CC(O)C(COS(=O)(=O)CC(C)c3ccccc3[N+](=O)[O-])O2)c(=O)[nH]c1=O. RXN SMILES: [CH3:1][c:2]1[cH:3][n:4]([CH:5]2[CH2:6][CH:7]([OH:8])[CH:9]([CH2:10][OH:11])[O:12]2)[c:13](=[O:14])[nH:15][c:16]1=[O:17].[Cl:40][CH2:41][Cl:42].[N+:24](=[O:25])([O-:26])[c:27]1[c:28]([CH:33]([CH2:34][S:35](=[O:36])(=[O:37])[Cl:38])[CH3:39])[cH:29][cH:30][cH:31][cH:32]1.[OH2:43].[cH:18]1[cH:19][cH:20][n:21][cH:22][cH:23]1>>[CH3:1][c:2]1[cH:3][n:4]([CH:5]2[CH2:6][CH:7]([OH:8])[CH:9]([CH2:10][O:11][S:35]([CH2:34][CH:33]([c:28]3[c:27]([N+:24](=[O:25])[O-:26])[cH:32][cH:31][cH:30][cH:29]3)[CH3:39])(=[O:36])=[O:37])[O:12]2)[c:13](=[O:14])[nH:15][c:16]1=[O:17]. The reactants are C(CC)I (n-propyliodide), CC(C(=O)O)C (2-methylpropionic acid), resultant mixture, C(C)(C)(C)[Li] (t-butyllithium), C(C)(C)NC(C)C (diisopropylamine), Cl (hydrochloric acid). The solvent is O1CCCC1 (tetrahydrofuran), CCCCC (pentane), O1CCCC1 (tetrahydrofuran). Product: CC(C(=O)O)(CCC)C (2,2-dimethylpentanoic acid). RXN SMILES: [C:1]([Li])(C)(C)[CH3:2].[CH:6](NC(C)C)(C)C.[CH3:13][CH:14]([CH3:18])[C:15]([OH:17])=[O:16].C(I)CC.Cl>CCCCC.O1CCCC1>[CH3:13][C:14]([CH3:6])([CH2:18][CH2:1][CH3:2])[C:15]([OH:17])=[O:16]. Procedure: A 240 ml (285 mmol) portion of a solution of t-butyllithium in pentane (1.18 M) was added dropwise to a solution of 42 ml (290 mmol) of diisopropylamine in 300 ml of dry tetrahydrofuran while it was stirred with -5° bath cooling under argon. A 12.7 ml (135 mmol) portion of 2-methylpropionic acid in 15 ml of dry tetrahydrofuran was then added dropwise to the reaction mixture. A 14.3 ml (140 mmol) portion of n-propyliodide was then added dropwise to the reaction mixture as stirring was continued w... Reactants: N1(N=CN=C1)CC(=CC1=CC=C(C=C1)C(F)(F)F)C1=CC=C(C#N)C=C1 (4-[1-(1,2,4-triazol-1-ylmethyl)-2-(4-trifluoromethylphenyl)vinyl]benzonitrile), C(C)(=O)OCC (ethyl acetate), [H][H] (hydrogen). The reagents and catalysts are [Pd] (palladium-on-carbon). Product: N1(N=CN=C1)CC(CC1=CC=C(C=C1)C(F)(F)F)C1=C(C#N)C=CC=C1 ([2-(1,2,4-triazol-1-yl)-1-(4-trifluoromethylbenzyl)ethyl]benzonitrile). Reaction SMILES: [N:1]1([CH2:6][C:7](C2C=CC(C#N)=CC=2)=[CH:8][C:9]2[CH:14]=[CH:13][C:12]([C:15]([F:18])([F:17])[F:16])=[CH:11][CH:10]=2)[CH:5]=[N:4][CH:3]=[N:2]1.[H][H].C(O[CH2:33][CH3:34])(=O)C>[Pd]>[N:1]1([CH2:6][CH:7]([C:34]2[CH:33]=[CH:10][CH:9]=[CH:8][C:7]=2[C:6]#[N:1])[CH2:8][C:9]2[CH:10]=[CH:11][C:12]([C:15]([F:16])([F:17])[F:18])=[CH:13][CH:14]=2)[CH:5]=[N:4][CH:3]=[N:2]1. Reported procedure: A mixture of 4-[1-(1,2,4-triazol-1-ylmethyl)-2-(4-trifluoromethylphenyl)vinyl]benzonitrile (0.05 g, mixed E and Z isomers) and 10% by weight palladium-on-carbon (0.02 g) in ethyl acetate (5 ml) was stirred rapidly under an atomosphere of hydrogen at atmospheric pressure for 2h. The mixture was filtered, and the filtrate was evaporated to dryness, to give 4-([2-(1,2,4-triazol-1-yl)-1-(4-trifluoromethylbenzyl)ethyl]benzonitrile as a white solid, which was washed with ethyl acetate and dried, m.p. ...